Dataset: the Open Reaction Database (ORD), a public repository of structured organic reaction records. Task: describe an organic reaction: reactants, conditions, products, and yield Reactants: alkali metal hydroxide, C(CCC)=O (n-butyraldehyde), polyethylene glycol, metal hydroxide, C(CCC)=O (n-butyraldehyde), alkali metal hydroxide, C(C)C(CO)C(CCC)O (2-ethyl-1,3-hexane diol), C(CCC)=O (n-butyraldehyde). The reagents and catalysts are metal hydroxide. Run at time 1.6 hour. Yields the product C(C)C(CO)CCCC (2-ethyl hexanol), C(C)C(C=O)=CCCC (2-ethyl hexenal). RXN SMILES: [CH2:1]([CH:3]([CH:6](O)[CH2:7][CH2:8][CH3:9])[CH2:4][OH:5])[CH3:2].C(=O)CCC>>[CH2:1]([CH:3]([CH2:6][CH2:7][CH2:8][CH3:9])[CH2:4][OH:5])[CH3:2].[CH2:1]([C:3](=[CH:6][CH2:7][CH2:8][CH3:9])[CH:4]=[O:5])[CH3:2]. Reported procedure: According to the present invention, 2-ethyl-1,3-hexane diol is thus prepared from n-butyraldehyde. 0.5-10% by weight, preferably 5-15% by weight, of a neutral phase-transfer catalyst is added to n-butyraldehyde, one such catalyst being, for example, polyethylene glycol (PEG 400), whereafter the mixture is cooled to 0°-20° C. The reaction may also be started from room temperature, but preferably so that the mixture is first cooled. Most preferably the reaction mixture is cooled to a temperature o... The reactants are Cl (hydrochloric acid), C1(CCCC1)N1[C@@H](C(N(C=2C=NC(=NC12)NC=1C=CC(=C2CC(OC21)(C)C)C(=O)OC)C)=O)CC (methyl 7-[[(7R)-8-cyclopentyl-7-ethyl-5-methyl-6-oxo-7H-pteridin-2-yl]amino]-2,2-dimethyl-3H-benzofuran-4-carboxylate), O (water), [OH-].[Li+] (lithium hydroxide). The solvent is CO (methanol). Run at temperature 50 celsius, time 12 hour. The product is C1(CCCC1)N1[C@@H](C(N(C=2C=NC(=NC12)NC=1C=CC(=C2CC(OC21)(C)C)C(=O)O)C)=O)CC (7-[[(7R)-8-cyclopentyl-7-ethyl-5-methyl-6-oxo-7H-pteridin-2-yl]amino]-2,2-dimethyl-3H-benzofuran-4-carboxylic acid). Isolated yield 116.7%. RXN SMILES: [CH:1]1([N:6]2[C:15]3[N:14]=[C:13]([NH:16][C:17]4[CH:18]=[CH:19][C:20]([C:28]([O:30]C)=[O:29])=[C:21]5[C:25]=4[O:24][C:23]([CH3:27])([CH3:26])[CH2:22]5)[N:12]=[CH:11][C:10]=3[N:9]([CH3:32])[C:8](=[O:33])[C@H:7]2[CH2:34][CH3:35])[CH2:5][CH2:4][CH2:3][CH2:2]1.[OH-].[Li+].O.Cl>CO>[CH:1]1([N:6]2[C:15]3[N:14]=[C:13]([NH:16][C:17]4[CH:18]=[CH:19][C:20]([C:28]([OH:30])=[O:29])=[C:21]5[C:25]=4[O:24][C:23]([CH3:27])([CH3:26])[CH2:22]5)[N:12]=[CH:11][C:10]=3[N:9]([CH3:32])[C:8](=[O:33])[C@H:7]2[CH2:34][CH3:35])[CH2:2][CH2:3][CH2:4][CH2:5]1 |f:1.2|. Procedure: Methyl 7-[[(7R)-8-cyclopentyl-7-ethyl-5-methyl-6-oxo-7H-pteridin-2-yl]amino]-2,2-dimethyl-3H-benzofuran-4-carboxylate 4e (1.67 g, 3.48 mmol) was dissolved in 50 mL of methanol followed by the addition of 1 M lithium hydroxide solution (17.4 mL, 17.40 mmol). The reaction solution was heated to 50° C. and stirred for 12 hours. The resulting solution was added with 10 mL of water, and added dropwise with 1 M hydrochloric acid to adjust pH to 2 to 3. The reaction solution was concentrated under redu...